Dataset: the Open Reaction Database (ORD), a public repository of structured organic reaction records. Task: describe an organic reaction: reactants, conditions, products, and yield Starting materials: solution, Cl (hydrogen chloride), COC=1C=C(C=CC1)CCC1=C(OC2CN(CCC2)C)C=CC=C1 (3-{2-[2-(3-methoxyphenyl)ethyl]phenoxy}-1-methylpiperidine), C(C)(=O)OCC (ethyl acetate). The solvent is O1CCOCC1 (dioxane). Product: Cl.COC=1C=C(C=CC1)CCC1=C(OC2CN(CCC2)C)C=CC=C1 (3-{2-[2-(3-Methoxyphenyl)ethyl]phenoxy}-1-methylpiperidine hydrochloride). Yield: 95.0%. As a reaction SMILES: [ClH:1].[CH3:2][O:3][C:4]1[CH:5]=[C:6]([CH2:10][CH2:11][C:12]2[CH:25]=[CH:24][CH:23]=[CH:22][C:13]=2[O:14][CH:15]2[CH2:20][CH2:19][CH2:18][N:17]([CH3:21])[CH2:16]2)[CH:7]=[CH:8][CH:9]=1.C(OCC)(=O)C>O1CCOCC1>[ClH:1].[CH3:2][O:3][C:4]1[CH:5]=[C:6]([CH2:10][CH2:11][C:12]2[CH:25]=[CH:24][CH:23]=[CH:22][C:13]=2[O:14][CH:15]2[CH2:20][CH2:19][CH2:18][N:17]([CH3:21])[CH2:16]2)[CH:7]=[CH:8][CH:9]=1 |f:4.5|. Procedure: 0.4 ml of a 4N solution of hydrogen chloride in dioxane was added to a solution of 360 mg of 3-{2-[2-(3-methoxyphenyl)ethyl]phenoxy}-1-methylpiperidine [prepared as described in step (a) above] in a suitable amount of ethyl acetate, and the resulting solution was concentrated by distillation under reduced pressure. The resulting oily residue was dissolved in ethyl acetate, after which it was allowed to stand at room temperature. The crystals which precipitated were collected by filtration, to gi...